This data is from the Open Reaction Database (ORD), a public repository of structured organic reaction records. The task is: describe an organic reaction: reactants, conditions, products, and yield Starting materials: t-cumyl chloride, OO (hydrogen peroxide), O (water), C1(=CC=CC=C1)O (phenol), OO (hydrogen peroxide), C1(=CC=CC=C1)O (phenol), CC(=C)C1=CC=CC=C1.C(C)(C)(C1=CC=CC=C1)Cl (α-methylstyrene cumyl chloride), OO (hydrogen peroxide), C1(=CC=CC=C1)O (phenol), O (water), OO (hydrogen peroxide). Solvent: CC(=C)C1=CC=CC=C1 (α-methylstyrene), CC(=C)C1=CC=CC=C1 (α-methylstyrene). Yields the product C(C)(C)(C1=CC=CC=C1)Cl (cumyl chloride). Reaction SMILES: OO.C1(O)C=CC=CC=1.O.CC(C1C=CC=CC=1)=C.[C:20]([Cl:29])([C:23]1[CH:28]=[CH:27][CH:26]=[CH:25][CH:24]=1)([CH3:22])[CH3:21]>CC(C1C=CC=CC=1)=C>[C:20]([Cl:29])([C:23]1[CH:28]=[CH:27][CH:26]=[CH:25][CH:24]=1)([CH3:22])[CH3:21] |f:3.4|. Procedure: A solution of 110.5 grams of cumyl chloride in 854.8 grams of α-methylstyrene was prepared and charged to a 1000 ml reservoir. A solution of 200 grams of 70% hydrogen peroxide was charged to a 500 ml reservoir and 175 grams of liquified phenol (90%) was charged to a 250 ml reservoir. All the reservoirs were individually connected to metering pumps. To the first reactor was added 197.3 grams of α-methylstyrene and 36.8 grams of liquified phenol. The temperature in R1 was adjusted to 27° C. by cir...